From a dataset of the Open Reaction Database (ORD), a public repository of structured organic reaction records. describe an organic reaction: reactants, conditions, products, and yield The reactants are N (Ammonia), ClC=1N=NC(=CC1C)Cl (3,6-dichloro-4-methylpyridazine). Solvent: C(C)O (ethanol). Conditions: temperature 100 celsius, time 70 hour. Product: ClC1=C(C=C(N=N1)N)C (6-Chloro-5-methylpyridazin-3-amine). Isolated yield 57.0%. Reaction SMILES: [NH3:1].[Cl:2][C:3]1[N:4]=[N:5][C:6](Cl)=[CH:7][C:8]=1[CH3:9]>C(O)C>[Cl:2][C:3]1[N:4]=[N:5][C:6]([NH2:1])=[CH:7][C:8]=1[CH3:9]. Reported procedure: Ammonia (32% solution in water, 54 mL) was added to a solution of 3,6-dichloro-4-methylpyridazine (5.0 g, 30.67 mmol) in ethanol (25 mL) in a sealed tube. The resulting mixture was stirred at 100° C. for 70 hours, cooled down and the solvent was removed under reduced pressure. The residue was purified by flash chromatography (3:2 hexanes/ethyl acetate to 100% ethyl acetate) to yield the title compound (3.8 g, 57%) as a mixture of two isomers which was used in the next step without further purifi... Reactants: COC(C1=CC=C(C=C1)C(CBr)=O)=O (4-(2-bromo-acetyl)-benzoic acid methyl ester), N1(CCOCC1)CCCNC(=S)N ((3-morpholin-4-yl-propyl)-thiourea), C(C)(C)N(C(C)C)CC (N,N-diisopropylethylamine), S1C(=CC=C1)C(=O)Cl (thiophene-2-carbonyl chloride). Run in C(C)O (ethanol). Product: O1CCN(CC1)CCCN(C(=O)C=1SC=CC1)C=1SC=C(N1)C1=CC=C(C(=O)OC)C=C1 (Methyl 4-(2-(N-(3-morpholinopropyl)thiophene-2-carboxamido)thiazol-4-yl)benzoate). Isolated yield 36.8%. As a reaction SMILES: [CH3:1][O:2][C:3](=[O:14])[C:4]1[CH:9]=[CH:8][C:7]([C:10](=O)[CH2:11]Br)=[CH:6][CH:5]=1.[N:15]1([CH2:21][CH2:22][CH2:23][NH:24][C:25]([NH2:27])=[S:26])[CH2:20][CH2:19][O:18][CH2:17][CH2:16]1.C(N(CC)C(C)C)(C)C.[S:37]1[CH:41]=[CH:40][CH:39]=[C:38]1[C:42](Cl)=[O:43]>C(O)C>[O:18]1[CH2:17][CH2:16][N:15]([CH2:21][CH2:22][CH2:23][N:24]([C:25]2[S:26][CH:11]=[C:10]([C:7]3[CH:8]=[CH:9][C:4]([C:3]([O:2][CH3:1])=[O:14])=[CH:5][CH:6]=3)[N:27]=2)[C:42]([C:38]2[S:37][CH:41]=[CH:40][CH:39]=2)=[O:43])[CH2:20][CH2:19]1. Procedure: A mixture of 4-(2-bromo-acetyl)-benzoic acid methyl ester (77 mg, 0.3 mmol) and (3-morpholin-4-yl-propyl)-thiourea (61 mg, 0.3 mmol) in dry ethanol (3 mL) was heated at reflux for 10 min, cooled to room temperature, and concentrated in vacuo. The resulting residue was suspended in dichloromethane (3 mL) followed by the addition of N,N-diisopropylethylamine (105 μL, 0.6 mmol) and thiophene-2-carbonyl chloride (34 μL, 0.32 mmol). The reaction mixture was maintained at room temperature overnight, t... The reactants are FC=1C(=C2C(=NC1)N(C(=C2)C2=CC(=C(C(=C2)OC)OC)OC)S(=O)(=O)C2=CC=C(C)C=C2)C2=CN=C(S2)C2(CCC2)O (1-(5-(5-fluoro-1-tosyl-2-(3,4,5-trimethoxyphenyl)-1H-pyrrolo[2,3-b]pyridin-4-yl)thiazol-2-yl)cyclobutanol), Cl (HCl). Run in CO (methanol), [OH-].[Na+] (sodium hydroxide). The product is FC=1C(=C2C(=NC1)NC(=C2)C2=CC(=C(C(=C2)OC)OC)OC)C2=CN=C(S2)C2(CCC2)O (1-{5-[5-fluoro-2-(3,4,5-trimethoxyphenyl)-1H-pyrrolo[2,3-b]pyridin-4-yl]-1,3-thiazol-2-yl}cyclobutanol). Reaction SMILES: [F:1][C:2]1[C:3]([C:33]2[S:37][C:36]([C:38]3([OH:42])[CH2:41][CH2:40][CH2:39]3)=[N:35][CH:34]=2)=[C:4]2[CH:10]=[C:9]([C:11]3[CH:16]=[C:15]([O:17][CH3:18])[C:14]([O:19][CH3:20])=[C:13]([O:21][CH3:22])[CH:12]=3)[N:8](S(C3C=CC(C)=CC=3)(=O)=O)[C:5]2=[N:6][CH:7]=1.Cl>CO.[OH-].[Na+]>[F:1][C:2]1[C:3]([C:33]2[S:37][C:36]([C:38]3([OH:42])[CH2:41][CH2:40][CH2:39]3)=[N:35][CH:34]=2)=[C:4]2[CH:10]=[C:9]([C:11]3[CH:16]=[C:15]([O:17][CH3:18])[C:14]([O:19][CH3:20])=[C:13]([O:21][CH3:22])[CH:12]=3)[NH:8][C:5]2=[N:6][CH:7]=1 |f:3.4|. Reported procedure: 1-(5-(5-fluoro-1-tosyl-2-(3,4,5-trimethoxyphenyl)-1H-pyrrolo[2,3-b]pyridin-4-yl)thiazol-2-yl)cyclobutanol (Example 90A) (103 mg, 0.169 mmol) in methanol (2.50 mL) and 2N aqueous sodium hydroxide solution (830 μL) was heated by microwave irradiation (Biotage, Initiator) to 120° C. for 30 minutes. The reaction was cooled to room temperature, and the pH was adjusted to ˜3 with 10% aqueous HCl solution. The resulting solution was purified by reverse phase high performance liquid chromatography (RP H... The reactants are C1=C2N(C=N1)C(CC2)C2=C(C=C(C#N)C=C2)\C=C\C (4-(6,7-Dihydro-5H-pyrrolo[1,2-c]imidazol-5-yl)-3-((E)-propenyl)benzonitrile). The reagents and catalysts are [Pd] (palladium on carbon). Run in CCO (EtOH). The product is C1=C2N(C=N1)C(CC2)C2=C(C=C(C#N)C=C2)CCC (4-(6,7-Dihydro-5H-pyrrolo[1,2-c]imidazol-5-yl)-3-(n-propyl)benzonitrile). RXN SMILES: [CH:1]1[N:5]=[CH:4][N:3]2[CH:6]([C:9]3[CH:16]=[CH:15][C:12]([C:13]#[N:14])=[CH:11][C:10]=3/[CH:17]=[CH:18]/[CH3:19])[CH2:7][CH2:8][C:2]=12>[Pd].CCO>[CH:1]1[N:5]=[CH:4][N:3]2[CH:6]([C:9]3[CH:16]=[CH:15][C:12]([C:13]#[N:14])=[CH:11][C:10]=3[CH2:17][CH2:18][CH3:19])[CH2:7][CH2:8][C:2]=12. Reported procedure: A suspension of 4-(6,7-Dihydro-5H-pyrrolo[1,2-c]imidazol-5-yl)-3-((E)-propenyl)benzonitrile (0.150 g, 0.602 mmol), 20% (w/w) palladium on carbon (0.040 g), THE (15 mL), and EtOH (15 mL) is stirred under an atmosphere of hydrogen (1 atm) for 60 h. The suspension is the filtered and the filtrate concentrated. The residue is then purified by flash chromatography (Hexane/EtOAc, and then 10% MeOH/EtOAc) to give 4-(6,7-Dihydro-5H-pyrrolo[1,2-c]imidazol-5-yl)-3-(n-propyl)benzonitrile as a white solid. ... Reactants: ClCCl, [O-][n+]1cccc(CO)c1, O=S(Cl)Cl. The product is [O-][n+]1cccc(CCl)c1. RXN SMILES: [Cl:14][CH2:15][Cl:16].[OH:1][CH2:2][c:3]1[cH:4][n+:5]([O-:9])[cH:6][cH:7][cH:8]1.[S:10]([Cl:11])([Cl:12])=[O:13]>>[CH2:2]([c:3]1[cH:4][n+:5]([O-:9])[cH:6][cH:7][cH:8]1)[Cl:12]. Starting materials: ClC1=CC2=C(N(C(=N2)C#C)[C@H]2[C@H](OC(C)=O)[C@H](OC(C)=O)[C@H](O2)C)C=C1Cl (5,6-Dichloro-2-ethynyl-1-(2,3-di-O-acetyl-5-deoxy-beta-D-ribofuranosyl) 1H-benzimidazole). Solvent: ClCCl (dichloromethane). The product is ClC1=CC2=C(N(C(=N2)C=C)[C@H]2[C@H](O)[C@H](O)[C@H](O2)C)C=C1Cl (5,6-Dichloro-2-ethenyl-1-(5deoxy-beta-D-ribofuranosyl)-1H-benzimidazole), solid. Yield: 60.0%. RXN SMILES: [Cl:1][C:2]1[C:26]([Cl:27])=[CH:25][C:5]2[N:6]([C@@H:11]3[O:23][C@H:22]([CH3:24])[C@@H:17]([O:18]C(=O)C)[C@H:12]3[O:13]C(=O)C)[C:7]([C:9]#[CH:10])=[N:8][C:4]=2[CH:3]=1>ClCCl>[Cl:1][C:2]1[C:26]([Cl:27])=[CH:25][C:5]2[N:6]([C@@H:11]3[O:23][C@H:22]([CH3:24])[C@@H:17]([OH:18])[C@H:12]3[OH:13])[C:7]([CH:9]=[CH2:10])=[N:8][C:4]=2[CH:3]=1. Procedure details: 5,6-Dichloro-2-ethynyl-1-(2,3-di-O-acetyl-5-deoxy-beta-D-ribofuranosyl) 1H-benzimidazole (0.85 g, 0.20 mmol) was deprotected using general procedure III. Crude product was purified by silica gel chromatography using 1:10 methanol:dichloromethane to give the title compound as an off white solid (0.04 g, 0.12 mmol, 59%); MS (ES+): m/z (rel. intensity) 351 (15, M++Na); Reported procedure: 4-(6,7-Dimethoxy-4-quinolyloxy)aniline (300 mg) was dissolved in N,N-dimethylformamide (10 ml) to prepare a solution. 4-Tert-butylcyclohexanone (200 mg) was then added to the solution, and the mixture was stirred at 60° C. for one hr. The reaction solution was cooled to room temperature before sodium triacetoxy borohydride (400 mg) was added thereto. The mixture was then stirred at room temperature for 3 hr. Water and ethyl acetate were added to the reaction solution, and the mixture was extract... Run at temperature 60 celsius, time 1 hour. The solvent is C(C)(=O)OCC (ethyl acetate), CN(C=O)C (N,N-dimethylformamide). Isolated yield 11.4%. Reaction SMILES: [CH3:1][O:2][C:3]1[CH:4]=[C:5]2[C:10](=[CH:11][C:12]=1[O:13][CH3:14])[N:9]=[CH:8][CH:7]=[C:6]2[O:15][C:16]1[CH:22]=[CH:21][C:19]([NH2:20])=[CH:18][CH:17]=1.[C:23]([CH:27]1[CH2:32][CH2:31][C:30](=O)[CH2:29][CH2:28]1)([CH3:26])([CH3:25])[CH3:24].C(O[BH-](OC(=O)C)OC(=O)C)(=O)C.[Na+].O>CN(C)C=O.C(OCC)(=O)C>[C:23]([CH:27]1[CH2:32][CH2:31][CH:30]([NH:20][C:19]2[CH:21]=[CH:22][C:16]([O:15][C:6]3[C:5]4[C:10](=[CH:11][C:12]([O:13][CH3:14])=[C:3]([O:2][CH3:1])[CH:4]=4)[N:9]=[CH:8][CH:7]=3)=[CH:17][CH:18]=2)[CH2:29][CH2:28]1)([CH3:26])([CH3:25])[CH3:24] |f:2.3|. Yields the product C(C)(C)(C)C1CCC(CC1)NC1=CC=C(C=C1)OC1=CC=NC2=CC(=C(C=C12)OC)OC ((4-Tert-butylcyclohexyl)-[4-(6,7-dimethoxyquinolin-4-yloxy)phenyl]amine). Starting materials: O (Water), COC=1C=C2C(=CC=NC2=CC1OC)OC1=CC=C(N)C=C1 (4-(6,7-Dimethoxy-4-quinolyloxy)aniline), C(C)(=O)O[BH-](OC(C)=O)OC(C)=O.[Na+] (sodium triacetoxy borohydride), C(C)(C)(C)C1CCC(CC1)=O (4-Tert-butylcyclohexanone).